This data is from the Open Reaction Database (ORD), a public repository of structured organic reaction records. The task is: describe an organic reaction: reactants, conditions, products, and yield The reactants are CC1=NC(=NC(=C1)C)NC(=O)NS(=O)(=O)CCCl (N-(4,6-dimethyl-pyrimidin-2-yl)-N'-(2-chloro-eth-1-yl-sulfonyl)-urea), [OH-].[Na+] (sodium hydroxide). The solvent is C(C)O (ethanol), O (water). Reaction conditions: temperature 40 celsius. Yields the product CC1=NC(=NC(=C1)C)NC(=O)NS(=O)(=O)C=C (N-(4,6-Dimethyl-pyrimidin-2-yl)-N'-(vinylsulfonyl)-urea). Reaction SMILES: [CH3:1][C:2]1[CH:7]=[C:6]([CH3:8])[N:5]=[C:4]([NH:9][C:10]([NH:12][S:13]([CH2:16][CH2:17]Cl)(=[O:15])=[O:14])=[O:11])[N:3]=1.[OH-].[Na+]>C(O)C.O>[CH3:8][C:6]1[CH:7]=[C:2]([CH3:1])[N:3]=[C:4]([NH:9][C:10]([NH:12][S:13]([CH:16]=[CH2:17])(=[O:15])=[O:14])=[O:11])[N:5]=1 |f:1.2|. Procedure details: 14.6 g (0.05 mole) of N-(4,6-dimethyl-pyrimidin-2-yl)-N'-(2-chloro-eth-1-yl-sulfonyl)-urea (cf. Example 12) were dissolved in 150 ml of ethanol, and 4 g (0.1 mole) of sodium hydroxide, dissolved in 10 ml of water, were added at room temperature. The reaction mixture was then warmed to 40° C. for 4 hours, concentrated in vacuo and taken up in 150 ml of water. After acidification with 2 N HCl (pH 5), the mixture was extracted with ethyl acetate, and the extracts were then dried and concentrated. A...